This data is from the Open Reaction Database (ORD), a public repository of structured organic reaction records. The task is: describe an organic reaction: reactants, conditions, products, and yield The reactants are CCC=CCC1(C(=O)OC(C)(C)C)C(=O)C=CC1CC(=O)OC, O=C([O-])O, [Na+], Cc1ccc(S(=O)(=O)O)cc1, c1ccccc1. Product: CCC=CCC1C(=O)C=CC1CC(=O)OC. Reaction SMILES: [C:1]([O:2][C:3](=[O:4])[C:8]1([CH2:19][CH:20]=[CH:21][CH2:22][CH3:23])[CH:9]([CH2:14][C:15](=[O:16])[O:17][CH3:18])[CH:10]=[CH:11][C:12]1=[O:13])([CH3:5])([CH3:6])[CH3:7].[C:35](=[O:36])([OH:37])[O-:38].[Na+:39].[c:24]1([CH3:25])[cH:26][cH:27][c:28]([S:29]([OH:30])(=[O:31])=[O:32])[cH:33][cH:34]1.[cH:40]1[cH:41][cH:42][cH:43][cH:44][cH:45]1>>[CH:8]1([CH2:19][CH:20]=[CH:21][CH2:22][CH3:23])[CH:9]([CH2:14][C:15](=[O:16])[O:17][CH3:18])[CH:10]=[CH:11][C:12]1=[O:13]. Reactants: FC(C1=CC=C(C=C1)/C=C/C=1OC=C(N1)COC1=CC=C(C=C1)CCCCN1N=NC=C1)(F)F (1-[4-[4-[[2-[(E)-2-[4-(Trifluoromethyl)phenyl]ethenyl]-1,3-oxazol-4-yl]methoxy]phenyl]butyl]-1H-1,2,3-triazole), Cl (hydrochloric acid). Run in O1CCCC1 (tetrahydrofuran). Run at time 40 minute. Yields the product Cl.FC(C1=CC=C(C=C1)/C=C/C=1OC=C(N1)COC1=CC=C(C=C1)CCCCN1N=NC=C1)(F)F (1-[4-[4-[[2-[(E)-2-[4-(trifluoromethyl)phenyl]ethenyl]-1,3-oxazol-4-yl]methoxy]phenyl]butyl]-1H-1,2,3-triazolehydrochloride). Isolated yield 67.0%. Reaction SMILES: [F:1][C:2]([F:34])([F:33])[C:3]1[CH:8]=[CH:7][C:6](/[CH:9]=[CH:10]/[C:11]2[O:12][CH:13]=[C:14]([CH2:16][O:17][C:18]3[CH:23]=[CH:22][C:21]([CH2:24][CH2:25][CH2:26][CH2:27][N:28]4[CH:32]=[CH:31][N:30]=[N:29]4)=[CH:20][CH:19]=3)[N:15]=2)=[CH:5][CH:4]=1.[ClH:35]>O1CCCC1>[ClH:35].[F:34][C:2]([F:1])([F:33])[C:3]1[CH:4]=[CH:5][C:6](/[CH:9]=[CH:10]/[C:11]2[O:12][CH:13]=[C:14]([CH2:16][O:17][C:18]3[CH:23]=[CH:22][C:21]([CH2:24][CH2:25][CH2:26][CH2:27][N:28]4[CH:32]=[CH:31][N:30]=[N:29]4)=[CH:20][CH:19]=3)[N:15]=2)=[CH:7][CH:8]=1 |f:3.4|. Procedure details: 1-[4-[4-[[2-[(E)-2-[4-(Trifluoromethyl)phenyl]ethenyl]-1,3-oxazol-4-yl]methoxy]phenyl]butyl]-1H-1,2,3-triazole(1.5 g) was dissolved in tetrahydrofuran (75 ml). Concentrated hydrochloric acid (0.3 ml) was added dropwise. The crystals were precipitated. The mixture was stirred at room temperature for 40 min and filtrated. The mixture was washed with ethyl acetate (3 ml) and dried under reduced pressure (40° C.) to give 1-[4-[4-[[2-[(E)-2-[4-(trifluoromethyl)phenyl]ethenyl]-1,3-oxazol-4-yl]methoxy]... Reactants: Compound A, C(CCC)[Sn](C=1SC=CC1)(CCCC)CCCC (2-(tributylstannyl)thiophene), Cl.BrC=1C=CC2=C(CN(CCN2CC=2N=CNC2)C(=O)C2=CC=CC3=CC=CC=C23)C1 (7-Bromo-2,3,4,5-tetrahydro-1-(1H-imidazol-4-ylmethyl)-4-(1-naphthalenylcarbonyl)-1H-1,4-benzodiazepine, hydrochloride). Yields the product Cl.Cl.N1C=NC(=C1)CN1CCN(CC2=C1C=CC(=C2)C=2SC=CC2)C(=O)C2=CC=CC1=CC=CC=C21 (2,3,4,5-Tetrahydro-1-(1H-imidazol-4-ylmethyl)-4-(1-naphthalenylcarbonyl)-7-(2-thienyl)-1H-1,4-benzodiazepine, dihydrochloride). The yield is 10.0%. As a reaction SMILES: C([Sn](CCCC)(CCCC)[C:6]1[S:7][CH:8]=[CH:9][CH:10]=1)CCC.[ClH:19].Br[C:21]1[CH:22]=[CH:23][C:24]2[N:30]([CH2:31][C:32]3[N:33]=[CH:34][NH:35][CH:36]=3)[CH2:29][CH2:28][N:27]([C:37]([C:39]3[C:48]4[C:43](=[CH:44][CH:45]=[CH:46][CH:47]=4)[CH:42]=[CH:41][CH:40]=3)=[O:38])[CH2:26][C:25]=2[CH:49]=1>>[ClH:19].[ClH:19].[NH:35]1[CH:36]=[C:32]([CH2:31][N:30]2[C:24]3[CH:23]=[CH:22][C:21]([C:6]4[S:7][CH:8]=[CH:9][CH:10]=4)=[CH:49][C:25]=3[CH2:26][N:27]([C:37]([C:39]3[C:48]4[C:43](=[CH:44][CH:45]=[CH:46][CH:47]=4)[CH:42]=[CH:41][CH:40]=3)=[O:38])[CH2:28][CH2:29]2)[N:33]=[CH:34]1 |f:1.2,3.4.5|. Procedure details: Example 39 was prepared as a green solid in 10% yield from Compound A of Example 37 and 2-(tributylstannyl)thiophene as described for Compound B of Example 37. Starting materials: CCO, Fc1ccc(CBr)cc1, [Na+], [Na], [OH-], O=S(=O)(O)c1ccc(O)cc1. Product: [Na], O=S(=O)(O)c1ccc(OCc2ccc(F)cc2)cc1. Reaction SMILES: [CH3:24][CH2:25][OH:26].[F:13][c:14]1[cH:15][cH:16][c:17]([CH2:18][Br:19])[cH:20][cH:21]1.[Na+:23].[Na:1].[OH-:22].[OH:2][c:3]1[cH:4][cH:5][c:6]([S:9](=[O:10])(=[O:11])[OH:12])[cH:7][cH:8]1>>[Na:1].[O:2]([c:3]1[cH:4][cH:5][c:6]([S:9](=[O:10])(=[O:11])[OH:12])[cH:7][cH:8]1)[CH2:18][c:17]1[cH:16][cH:15][c:14]([F:13])[cH:21][cH:20]1. Starting materials: C1(=CC=CC=C1)NC(=O)C=1C=C2CC(CC2=CC1)NC(=O)OC(C)(C)C (N-phenyl-2-(tert-butoxycarbonylamino)-5-indan carboxamide), Cl.O1CCOCC1 (hydrochloric acid dioxane). Solvent: C(C)(=O)O (acetic acid). Product: Cl.C1(=CC=CC=C1)NC(=O)C=1C=C2CC(CC2=CC1)N (N-phenyl-2-amino-5-indan carboxamide hydrochloride). RXN SMILES: [C:1]1([NH:7][C:8]([C:10]2[CH:11]=[C:12]3[C:16](=[CH:17][CH:18]=2)[CH2:15][CH:14]([NH:19]C(OC(C)(C)C)=O)[CH2:13]3)=[O:9])[CH:6]=[CH:5][CH:4]=[CH:3][CH:2]=1.[ClH:27].O1CCOCC1>C(O)(=O)C>[ClH:27].[C:1]1([NH:7][C:8]([C:10]2[CH:11]=[C:12]3[C:16](=[CH:17][CH:18]=2)[CH2:15][CH:14]([NH2:19])[CH2:13]3)=[O:9])[CH:2]=[CH:3][CH:4]=[CH:5][CH:6]=1 |f:1.2,4.5|. Procedure: Using N-phenyl-2-(tert-butoxycarbonylamino)-5-indan carboxamide (27 mg, 0.077 mmol), 4N hydrochloric acid-dioxane (2.0 ml) and acetic acid (6.0 ml), a similar procedure to Production Example 213 was carried out to obtain N-phenyl-2-amino-5-indan carboxamide hydrochloride. Then using ethanol (1 ml), triethylamine (0.50 ml, 3.6 mmol), 4-chloro-5-methylthieno[2,3-d]pyrimidine (18 mg, 1.0 mmol), a similar procedure to b) in Production Example 208 was carried out. The product obtained was purified by... Reactants: C1CCC2=NCCCN2CC1, Clc1nc(-c2ccccc2)cs1, CC(O)(CCN)c1ccccc1. Product: CC(O)(CCNc1nc(-c2ccccc2)cs1)c1ccccc1. As a reaction SMILES: [CH2:25]1[CH2:26][CH2:27][C:28]2=[N:33][CH2:32][CH2:31][CH2:30][N:29]2[CH2:34][CH2:35]1.[Cl:1][c:2]1[s:3][cH:4][c:5](-[c:7]2[cH:8][cH:9][cH:10][cH:11][cH:12]2)[n:6]1.[NH2:13][CH2:14][CH2:15][C:16]([CH3:17])([OH:18])[c:19]1[cH:20][cH:21][cH:22][cH:23][cH:24]1>>[c:2]1([NH:13][CH2:14][CH2:15][C:16]([CH3:17])([OH:18])[c:19]2[cH:20][cH:21][cH:22][cH:23][cH:24]2)[s:3][cH:4][c:5](-[c:7]2[cH:8][cH:9][cH:10][cH:11][cH:12]2)[n:6]1. Reactants: C(C)(=O)OO (peracetic acid), C1=C(C=CC=C1O)C (meta-cresol). Product: CC=1C(=C(C=CC1)O)O (3-methyl-1,2-dihydroxy benzene), CC1=CC(=C(C=C1)O)O (4-methyl-1,2-dihydroxy benzene), CC=1C=C(C=CC1O)O (3-metyl-1,4-dihydroxy benzene). Isolated yield 25.9%. As a reaction SMILES: [CH:1]1[C:6]([OH:7])=[CH:5][CH:4]=[CH:3][C:2]=1[CH3:8].[C:9]([O:12]O)(=[O:11])[CH3:10]>>[CH3:8][C:2]1[C:1]([OH:11])=[C:6]([OH:7])[CH:5]=[CH:4][CH:3]=1.[CH3:8][C:2]1[CH:3]=[CH:10][C:9]([OH:12])=[C:6]([OH:7])[CH:1]=1.[CH3:8][C:2]1[CH:1]=[C:6]([OH:7])[CH:5]=[CH:4][C:3]=1[OH:11]. Procedure: By repeating the procedure of Example 5, meta-cresol was subjected to reaction under the same conditions, except perisobutyric acid was used in place of peracetic acid. Consequently, the conversion of perisobutyric acid was 99.9% and there were obtained 10.3% of 3-methyl-1,2-dihydroxy benzene, 23.0% of 4-methyl-1,2-dihydroxy benzene and 25.9% of 3-metyl-1,4-dihydroxy benzene. Starting materials: ClCC=1C=CC(=NC1)OCC=1N=C(OC1C)C=1OC=CC1 (5-chloromethyl-2-{[2-(2-furyl)-5-methyl-1,3-oxazol-4-yl]methoxy}pyridine), OC1=NN(C=C1C=O)C1=CC=CC=C1 (3-hydroxy-1-phenyl-1H-pyrazole-4-carbaldehyde), CN(C=O)C (N,N-dimethylformamide), [H-].[Na+] (sodium hydride). Run in O (Water). Run at temperature 90 celsius, time 2 hour. Yields the product O1C(=CC=C1)C=1OC(=C(N1)COC1=CC=C(C=N1)COC1=NN(C=C1C=O)C1=CC=CC=C1)C (3-[(6-{[2-(2-furyl)-5-methyl-1,3-oxazol-4-yl]methoxy}pyridin-3-yl)methoxy]-1-phenyl-1H-pyrazole-4-carbaldehyde). The yield is 77.0%. RXN SMILES: Cl[CH2:2][C:3]1[CH:4]=[CH:5][C:6]([O:9][CH2:10][C:11]2[N:12]=[C:13]([C:17]3[O:18][CH:19]=[CH:20][CH:21]=3)[O:14][C:15]=2[CH3:16])=[N:7][CH:8]=1.[OH:22][C:23]1[C:27]([CH:28]=[O:29])=[CH:26][N:25]([C:30]2[CH:35]=[CH:34][CH:33]=[CH:32][CH:31]=2)[N:24]=1.CN(C)C=O.[H-].[Na+]>O>[O:18]1[CH:19]=[CH:20][CH:21]=[C:17]1[C:13]1[O:14][C:15]([CH3:16])=[C:11]([CH2:10][O:9][C:6]2[N:7]=[CH:8][C:3]([CH2:2][O:22][C:23]3[C:27]([CH:28]=[O:29])=[CH:26][N:25]([C:30]4[CH:31]=[CH:32][CH:33]=[CH:34][CH:35]=4)[N:24]=3)=[CH:4][CH:5]=2)[N:12]=1 |f:3.4|. Procedure details: To a mixture of 5-chloromethyl-2-{[2-(2-furyl)-5-methyl-1,3-oxazol-4-yl]methoxy}pyridine (0.58 g), 3-hydroxy-1-phenyl-1H-pyrazole-4-carbaldehyde (0.30 g) and N,N-dimethylformamide (20 mL) was added sodium hydride (60% in oil, 0.07 g) at room temperature, and the mixture was stirred at 90° C. for 2 hrs. Water was poured into the reaction mixture, and the mixture was extracted with ethyl acetate. The organic layer was washed with saturated brine, dried over anhydrous magnesium sulfate and concentr...